Dataset: the Open Reaction Database (ORD), a public repository of structured organic reaction records. Task: describe an organic reaction: reactants, conditions, products, and yield The reactants are 30, NC1=NC=NC=C1NC(C1=CC=C(C=C1)F)=O (N-(4-amino-5-pyrimidinyl)-4-fluorobenzamide), O1CCCC1 (tetrahydrofuran), [AlH4-].[Li+] (lithium tetrahydroaluminate), 10, [AlH4-].[Li+] (lithium tetrahydroaluminate). Solvent: O (water). Reaction conditions: time 6 hour. Yields the product 18, FC1=CC=C(C=C1)CNC=1C(=NC=NC1)N (N5 -[(4-fluorophenyl)methyl]-4,5-pyrimidinediamine). Isolated yield 63.5%. RXN SMILES: [NH2:1][C:2]1[C:7]([NH:8][C:9](=O)[C:10]2[CH:15]=[CH:14][C:13]([F:16])=[CH:12][CH:11]=2)=[CH:6][N:5]=[CH:4][N:3]=1.O1CCCC1.[AlH4-].[Li+]>O>[F:16][C:13]1[CH:12]=[CH:11][C:10]([CH2:9][NH:8][C:7]2[C:2]([NH2:1])=[N:3][CH:4]=[N:5][CH:6]=2)=[CH:15][CH:14]=1 |f:2.3|. Procedure: To a stirred mixture of 30 parts of N-(4-amino-5-pyrimidinyl)-4-fluorobenzamide and 360 parts of tetrahydrofuran were added portionwise 9.86 parts of lithium tetrahydroaluminate under nitrogen atmosphere. The mixture was stirred for 6 hours. Another portion of 10 parts of lithium tetrahydroaluminate was added portionwise and stirring was continued for 2 hours at room temperature. The reaction mixture was decomposed with water. The layers were separated. The aqueous phase was extracted with tetra...